Dataset: the Open Reaction Database (ORD), a public repository of structured organic reaction records. Task: describe an organic reaction: reactants, conditions, products, and yield Reactants: CO, COc1cc(C(=O)O)ccc1[N+](=O)[O-], O=S(Cl)Cl. The product is COC(=O)c1ccc([N+](=O)[O-])c(OC)c1. RXN SMILES: [CH3:19][OH:20].[CH3:5][O:6][c:7]1[cH:8][c:9]([C:10](=[O:11])[OH:12])[cH:13][cH:14][c:15]1[N+:16](=[O:17])[O-:18].[S:1]([Cl:2])([Cl:3])=[O:4]>>[CH3:5][O:6][c:7]1[cH:8][c:9]([C:10](=[O:11])[O:12][CH3:19])[cH:13][cH:14][c:15]1[N+:16](=[O:17])[O-:18]. The reactants are C1(=CC=CC=C1)CCC=[N+](C)[O-] (N-(3-Phenylpropylidene)methylamine N-oxide), C1(C=CCCC1)=O (2-cyclohexenone). Yields the product CN1O[C@@H]2[C@H]([C@H]1CCC1=CC=CC=C1)C(CCC2)=O (rel-(3R*,3aS*,7aS*)-2-methyl-3-(2-phenylethyl)-2,3,3a,4,5,6,7,7a-octahydrobenzo[d]isoxazol-4-one). Isolated yield 89.0%. As a reaction SMILES: [C:1]1([CH2:7][CH2:8][CH:9]=[N+:10]([O-:12])[CH3:11])[CH:6]=[CH:5][CH:4]=[CH:3][CH:2]=1.[C:13]1(=[O:19])[CH2:18][CH2:17][CH2:16][CH:15]=[CH:14]1>>[CH3:11][N:10]1[C@H:9]([CH2:8][CH2:7][C:1]2[CH:6]=[CH:5][CH:4]=[CH:3][CH:2]=2)[C@@H:14]2[C:13](=[O:19])[CH2:18][CH2:17][CH2:16][C@@H:15]2[O:12]1. Procedure: N-(3-Phenylpropylidene)methylamine N-oxide (1.50 g, 9.19 mmol) and 2-cyclohexenone (5 ml) were heated at 80°-90° C. for 24 hours in a sealed tube under nitrogen. The solution was cooled to room temperature and the excess 2-cyclohexenone was removed under reduced pressure using Kugelrohr distillation to yield the crude product as a dark yellow oil (2.36 g, 99%). The crude product was purified by flash chromatography using 60:40 v/v light petroleum (fraction of bp 40°-60° C.):ethyl acetate as the ... The reactants are CCCCCCCBr, C1CCOC1, Fc1ccc(C2CC[SiH](Cl)CC2)cc1F, [Mg]. The product is CCCCCCC[SiH]1CCC(c2ccc(F)c(F)c2)CC1. RXN SMILES: [Br:1][CH2:2][CH2:3][CH2:4][CH2:5][CH2:6][CH2:7][CH3:8].[CH2:25]1[O:26][CH2:27][CH2:28][CH2:29]1.[Cl:10][SiH:11]1[CH2:12][CH2:13][CH:14]([c:17]2[cH:18][c:19]([F:24])[c:20]([F:23])[cH:21][cH:22]2)[CH2:15][CH2:16]1.[Mg:9]>>[CH2:2]([CH2:3][CH2:4][CH2:5][CH2:6][CH2:7][CH3:8])[SiH:11]1[CH2:12][CH2:13][CH:14]([c:17]2[cH:18][c:19]([F:24])[c:20]([F:23])[cH:21][cH:22]2)[CH2:15][CH2:16]1. The reactants are CO, CCOC(=O)c1ccc(C#CC(C)(C)C)c(OCCN2CCOCC2)c1, O. The product is CC(C)(C)C#Cc1ccc(C(=O)O)cc1OCCN1CCOCC1. Reaction SMILES: [CH3:27][OH:28].[O:1]1[CH2:2][CH2:3][N:4]([CH2:7][CH2:8][O:9][c:10]2[cH:11][c:12]([C:13](=[O:14])[O:15][CH2:16][CH3:17])[cH:18][cH:19][c:20]2[C:21]#[C:22][C:23]([CH3:24])([CH3:25])[CH3:26])[CH2:5][CH2:6]1.[OH2:29]>>[O:1]1[CH2:2][CH2:3][N:4]([CH2:7][CH2:8][O:9][c:10]2[cH:11][c:12]([C:13](=[O:14])[OH:15])[cH:18][cH:19][c:20]2[C:21]#[C:22][C:23]([CH3:24])([CH3:25])[CH3:26])[CH2:5][CH2:6]1. Reactants: O=C(NCCCCc1ccc(OCCCc2nnn[nH]2)cc1)OCc1ccccc1, CO, ClCCl. Yields the product NCCCCc1ccc(OCCCc2nnn[nH]2)cc1. Reaction SMILES: [CH2:1]([O:2][C:3](=[O:4])[NH:10][CH2:11][CH2:12][CH2:13][CH2:14][c:15]1[cH:16][cH:17][c:18]([O:21][CH2:22][CH2:23][CH2:24][c:25]2[n:26][n:27][n:28][nH:29]2)[cH:19][cH:20]1)[c:5]1[cH:6][cH:7][cH:8][cH:9][cH:30]1.[CH3:31][OH:32].[Cl:33][CH2:34][Cl:35]>>[NH2:10][CH2:11][CH2:12][CH2:13][CH2:14][c:15]1[cH:16][cH:17][c:18]([O:21][CH2:22][CH2:23][CH2:24][c:25]2[n:26][n:27][n:28][nH:29]2)[cH:19][cH:20]1.